From a dataset of the Open Reaction Database (ORD), a public repository of structured organic reaction records. describe an organic reaction: reactants, conditions, products, and yield Reactants: ice, NC1=C(C(=O)O)C(=CC=C1)C (2-amino-6-methylbenzoic acid), C([O-])(O)=O.[Na+] (sodium bicarbonate), C(C)N=C=O (ethyl isocyanate). Solvent: O1CCOCC1.O (dioxane water), O (water). Conditions: time 8 hour. Yields the product C(C)NC(=O)NC1=C(C(=O)O)C(=CC=C1)C (2-[[(ethylamino)carbonyl]amino]-6-methylbenzoic acid). Yield: 37.1%. Reaction SMILES: [NH2:1][C:2]1[CH:10]=[CH:9][CH:8]=[C:7]([CH3:11])[C:3]=1[C:4]([OH:6])=[O:5].C(=O)(O)[O-].[Na+].[CH2:17]([N:19]=[C:20]=[O:21])[CH3:18]>O1CCOCC1.O.O>[CH2:17]([NH:19][C:20]([NH:1][C:2]1[CH:10]=[CH:9][CH:8]=[C:7]([CH3:11])[C:3]=1[C:4]([OH:6])=[O:5])=[O:21])[CH3:18] |f:1.2,4.5|. Procedure details: To an ice cooled solution of 2-amino-6-methylbenzoic acid (500 mg, 3.3 mmol) and sodium bicarbonate (277 mg, 3.3 mmol) in 9 mL of dioxane/water (2:1) was added ethyl isocyanate (281 mg, 3.96 mmol). The reaction was slowly warmed to room temperature while stirring overnight. The reaction mixture was diluted with water and extracted with EtOAc. The aqueous fraction was acidified with 2N HCl and extracted with EtOAc. The organic fraction was dried (MgSO4), filtered, and evaporated under reduced pre... Reactants: NC1=NN2C(C(=CC=C2)C(O)C2=CC=C(C=C2)F)=N1 ((2-amino-[1,2,4]triazolo[1,5-a]pyridin-8-yl)(4-fluorophenyl)methanol), CC1=NSC(=N1)N1CCC(CC1)=O (1-(3-methyl-1,2,4-thiadiazol-5-yl)piperidin-4-one), [B][B][B][B][B][B][B][B][B][B] (decaborane), CO (methanol). The product is FC1=CC=C(C=C1)C(C=1C=2N(C=CC1)N=C(N2)NC2CCN(CC2)C2=NC(=NS2)C)OC ({8-[(4-fluoro-phenyl)-methoxy-methyl]-[1,2,4]triazolo[1,5-a]pyridin-2-yl}-[1-(3-methyl-[1,2,4]thiadiazol-5-yl)-piperidin-4-yl]-amine). Yield: 4.0%. As a reaction SMILES: [NH2:1][C:2]1[N:19]=[C:5]2[C:6]([CH:10]([C:12]3[CH:17]=[CH:16][C:15]([F:18])=[CH:14][CH:13]=3)[OH:11])=[CH:7][CH:8]=[CH:9][N:4]2[N:3]=1.[CH3:20][C:21]1[N:25]=[C:24]([N:26]2[CH2:31][CH2:30][C:29](=O)[CH2:28][CH2:27]2)[S:23][N:22]=1.[B][B][B][B][B][B][B][B][B][B].[CH3:43]O>>[F:18][C:15]1[CH:16]=[CH:17][C:12]([CH:10]([O:11][CH3:43])[C:6]2[C:5]3[N:4]([N:3]=[C:2]([NH:1][CH:29]4[CH2:30][CH2:31][N:26]([C:24]5[S:23][N:22]=[C:21]([CH3:20])[N:25]=5)[CH2:27][CH2:28]4)[N:19]=3)[CH:9]=[CH:8][CH:7]=2)=[CH:13][CH:14]=1 |^3:32,41,^1:33,34,35,36,37,38,39,40|. Procedure details: Prepared in analogy to example 219f), starting from (2-amino-[1,2,4]triazolo[1,5-a]pyridin-8-yl)(4-fluorophenyl)methanol and 1-(3-methyl-1,2,4-thiadiazol-5-yl)piperidin-4-one. As a reducing agent 1 eq decaborane in methanol was used at 50° C. over night. The crude product was purified by column chromatography on silica gel using a gradient from CH2Cl2 to CH2Cl2/MeOH 19:1 (v/v) as eluent to yield eluting first {8-[(4-fluoro-phenyl)-methoxy-methyl]-[1,2,4]triazolo[1,5-a]pyridin-2-yl}-[1-(3-methyl-... Starting materials: ClCCl, O=C(O)C(F)(F)F, CC(C)(C)OC(=O)NCc1cccc(-c2nc(NC(=O)C3(c4ccc5c(c4)OC(F)(F)O5)CC3)cc3ccccc23)c1, [Na+], [OH-]. Yields the product NCc1cccc(-c2nc(NC(=O)C3(c4ccc5c(c4)OC(F)(F)O5)CC3)cc3ccccc23)c1. As a reaction SMILES: [Cl:50][CH2:51][Cl:52].[F:1][C:2]([F:3])([F:4])[C:5]([OH:6])=[O:7].[F:8][C:9]1([F:49])[O:10][c:11]2[c:12]([cH:14][cH:15][c:16]([C:18]3([C:21](=[O:22])[NH:23][c:24]4[n:25][c:26](-[c:34]5[cH:35][c:36]([CH2:37][NH:38][C:39](=[O:40])[O:41][C:42]([CH3:43])([CH3:44])[CH3:45])[cH:46][cH:47][cH:48]5)[c:27]5[cH:28][cH:29][cH:30][cH:31][c:32]5[cH:33]4)[CH2:19][CH2:20]3)[cH:17]2)[O:13]1.[Na+:54].[OH-:53]>>[F:8][C:9]1([F:49])[O:10][c:11]2[c:12]([cH:14][cH:15][c:16]([C:18]3([C:21](=[O:22])[NH:23][c:24]4[n:25][c:26](-[c:34]5[cH:35][c:36]([CH2:37][NH2:38])[cH:46][cH:47][cH:48]5)[c:27]5[cH:28][cH:29][cH:30][cH:31][c:32]5[cH:33]4)[CH2:19][CH2:20]3)[cH:17]2)[O:13]1. The reactants are CC=1C=C2C(CC(=NC2=CC1)C(=O)OCC)=O (Ethyl 6-methyl-4-quinolone-2-carboxylate), NC1=CC=C(C=C1)C (p-toluidine), C(#CC(=O)OCC)C(=O)OCC (diethyl acetylenedicarboxylate), P(=O)(Cl)(Cl)Cl (phosphorus oxychloride), CN(C1=CC=CC=C1)C (N,N-dimethylaniline). The solvent is O (water), C1(=CC=CC=C1)C (toluene). The product is ClC1=CC(=NC2=CC=C(C=C12)C)C(=O)OCC (ethyl 4-chloro-6-methylquinoline-2-carboxylate). As a reaction SMILES: [CH3:1][C:2]1[CH:3]=[C:4]2[C:9](=[CH:10][CH:11]=1)[N:8]=[C:7]([C:12]([O:14][CH2:15][CH3:16])=[O:13])[CH2:6][C:5]2=O.NC1C=CC(C)=CC=1.C(C(OCC)=O)#CC(OCC)=O.P(Cl)(Cl)([Cl:40])=O.CN(C)C1C=CC=CC=1>O.C1(C)C=CC=CC=1>[Cl:40][C:5]1[C:4]2[C:9](=[CH:10][CH:11]=[C:2]([CH3:1])[CH:3]=2)[N:8]=[C:7]([C:12]([O:14][CH2:15][CH3:16])=[O:13])[CH:6]=1. Procedure: Ethyl 6-methyl-4-quinolone-2-carboxylate (6.8 g, itself prepared from p-toluidine and diethyl acetylenedicarboxylate according to the general procedure outlined in J. Med. Chem., 1968, 11. 1218), phosphorus oxychloride (2.2 ml), N,N-dimethylaniline (7.46 ml) and toluene (80 ml) were heated together for 3 hours at 90° C. and cooled to laboratory temperature. The mixture was poured into a mixture of ice and water (100 ml) and extracted with chloroform (4×100 ml). The combined extracts were evapora...